Dataset: the Open Reaction Database (ORD), a public repository of structured organic reaction records. Task: describe an organic reaction: reactants, conditions, products, and yield Reactants: C[C@@H]1N(C[C@H](NC1)C)S(=O)(=O)N ((2S,5R)-2,5-dimethylpiperazine-1-sulfonamide), C1(CCCCC1)P(C1=C(C=CC=C1)C1=C(C=C(C=C1C(C)C)C(C)C)C(C)C)C1CCCCC1 (2-dicyclohexylphosphino-2′,4′,6′-tri-isopropyl-1,1′-biphenyl), C([O-])([O-])=O.[Cs+].[Cs+] (cesium carbonate), 4-Chloro-2-[[(2,3-difluorophenyl)methyl]thio]-6-triethoxypyrimidine, ClC1=NC(=NC(=C1)OC)SCC1=C(C(=CC=C1)F)F (4-Chloro-2-[[(2,3-difluorophenyl)methyl]thio]-6-methoxypyrimidine). The reagents and catalysts are C=1C=CC(=CC1)/C=C/C(=O)/C=C/C2=CC=CC=C2.C=1C=CC(=CC1)/C=C/C(=O)/C=C/C2=CC=CC=C2.C=1C=CC(=CC1)/C=C/C(=O)/C=C/C2=CC=CC=C2.[Pd].[Pd] (tris(dibenzylideneacetone)dipalladium). Run in O1CCOCC1 (dioxane). Run at temperature 100 celsius. Product: FC1=C(CSC2=NC(=CC(=N2)NS(=O)(=O)N2[C@H](CN[C@@H](C2)C)C)OC)C=CC=C1F (N-(2-[(2,3-Difluorobenzyl)thio]-6-methoxypyrimidin-4-yl)-(2S,5R)-2,5-dimethylpiperazine-1-sulfonamide). Reaction SMILES: [CH3:1][C@H:2]1[CH2:7][NH:6][C@H:5]([CH3:8])[CH2:4][N:3]1[S:9]([NH2:12])(=[O:11])=[O:10].C1(P(C2CCCCC2)C2C=CC=CC=2C2C(C(C)C)=CC(C(C)C)=CC=2C(C)C)CCCCC1.C(=O)([O-])[O-].[Cs+].[Cs+].Cl[C:54]1[CH:59]=[C:58]([O:60][CH3:61])[N:57]=[C:56]([S:62][CH2:63][C:64]2[CH:69]=[CH:68][CH:67]=[C:66]([F:70])[C:65]=2[F:71])[N:55]=1>O1CCOCC1.C1C=CC(/C=C/C(/C=C/C2C=CC=CC=2)=O)=CC=1.C1C=CC(/C=C/C(/C=C/C2C=CC=CC=2)=O)=CC=1.C1C=CC(/C=C/C(/C=C/C2C=CC=CC=2)=O)=CC=1.[Pd].[Pd]>[F:71][C:65]1[C:66]([F:70])=[CH:67][CH:68]=[CH:69][C:64]=1[CH2:63][S:62][C:56]1[N:55]=[C:54]([NH:12][S:9]([N:3]2[CH2:4][C@@H:5]([CH3:8])[NH:6][CH2:7][C@@H:2]2[CH3:1])(=[O:10])=[O:11])[CH:59]=[C:58]([O:60][CH3:61])[N:57]=1 |f:2.3.4,7.8.9.10.11|. Reported procedure: To a solution of (2R,5S)-2,5-dimethylpiperazine (2 g) in dioxane (100 ml) was added sulfamide (2.5 g) and the reaction mixture was then heated at reflux in dioxane (100 ml) for 72 h. The reaction mixture was partitioned between EtOAc (150 ml) and H2O (150 ml) and the aqueous re-extracted with EtOAc (2×150 ml). Organics were collected, dried and reduced in vacuo to give (2S,5R)-2,5-dimethylpiperazine-1-sulfonamide as a white solid (1.2 g). A mixture of (2S,5R)-2,5-dimethylpiperazine-1-sulfonamide... Product: C(C)OC(CC1CCN(CC1)C(=O)N1CC(CC1)CC1=NC=2NCCCC2C=C1)=O ({1-[3-(5,6,7,8-Tetrahydro-[1,8]-naphthyridin-2-ylmethyl)-pyrrolidine-1-carbonyl]-piperidin-4-yl}-acetic acid ethyl ester). RXN SMILES: Cl.[NH:2]1[CH2:7][CH2:6][CH:5]([CH2:8][C:9]([O:11][CH2:12][CH3:13])=[O:10])[CH2:4][CH2:3]1.CCN(C(C)C)C(C)C.ClC(Cl)(O[C:27](=[O:33])OC(Cl)(Cl)Cl)Cl.[N:35]1[C:44]2[NH:43][CH2:42][CH2:41][CH2:40][C:39]=2[CH:38]=[CH:37][C:36]=1[CH2:45][CH:46]1[CH2:50][CH2:49][NH:48][CH2:47]1>CC#N.CN(C=O)C>[CH2:12]([O:11][C:9](=[O:10])[CH2:8][CH:5]1[CH2:6][CH2:7][N:2]([C:27]([N:48]2[CH2:49][CH2:50][CH:46]([CH2:45][C:36]3[CH:37]=[CH:38][C:39]4[CH2:40][CH2:41][CH2:42][NH:43][C:44]=4[N:35]=3)[CH2:47]2)=[O:33])[CH2:3][CH2:4]1)[CH3:13] |f:0.1|. Reaction conditions: time 16 hour. Procedure details: To a solution of 6-2 (31 mg, 0.15 mmol), DIPEA (77 μL, 0.44 mmol), and CH3CN (1.5 mL) at 0° C. was added dropwise a solution of triphosgene (15 mg, 52 mmol) in CH3CN (150 μL). Afer 30 min., a solution of 1-8 (43 mg, 0.15 mmol) and DIPEA (77 μL, 0.44 mmol) in DMF (0.8 mL) was added, followed by removal of the cooling bath. After 16 hrs, the reaction mixture was poured into EtOAc and sat. NaHCO3. The EtOAc portion was then washed with H2O and brine, dried (MgSO4), and concentrated. Flash chromatog... The solvent is CC#N (CH3CN), CC#N (CH3CN), CN(C)C=O (DMF). Reactants: Cl.N1CCC(CC1)CC(=O)OCC (Ethyl piperdin-4-ylacetate hydrochloride), CCN(C(C)C)C(C)C (DIPEA), ClC(Cl)(OC(OC(Cl)(Cl)Cl)=O)Cl (triphosgene), N1=C(C=CC=2CCCNC12)CC1CNCC1 (3-(5,6,7,8-Tetrahydro-[1,8]naphthyridin-2-ylmethyl)-pyrrolidine), CCN(C(C)C)C(C)C (DIPEA).